Dataset: the Open Reaction Database (ORD), a public repository of structured organic reaction records. Task: describe an organic reaction: reactants, conditions, products, and yield Starting materials: CN1CCCC1=O, CCN(C(C)C)C(C)C, Clc1nc2ccccc2s1, NCc1cn(-c2ccccc2)c2cc(Cl)ccc2c1=O. Product: O=c1c(CNc2nc3ccccc3s2)cn(-c2ccccc2)c2cc(Cl)ccc12. As a reaction SMILES: [CH3:40][N:41]1[CH2:42][CH2:43][CH2:44][C:45]1=[O:46].[CH:21]([N:22]([CH2:23][CH3:24])[CH:25]([CH3:26])[CH3:27])([CH3:28])[CH3:29].[Cl:30][c:31]1[s:32][c:33]2[c:34]([n:35]1)[cH:36][cH:37][cH:38][cH:39]2.[NH2:1][CH2:2][c:3]1[cH:4][n:5](-[c:15]2[cH:16][cH:17][cH:18][cH:19][cH:20]2)[c:6]2[cH:7][c:8]([Cl:14])[cH:9][cH:10][c:11]2[c:12]1=[O:13]>>[NH:1]([CH2:2][c:3]1[cH:4][n:5](-[c:15]2[cH:16][cH:17][cH:18][cH:19][cH:20]2)[c:6]2[cH:7][c:8]([Cl:14])[cH:9][cH:10][c:11]2[c:12]1=[O:13])[c:31]1[s:32][c:33]2[c:34]([n:35]1)[cH:36][cH:37][cH:38][cH:39]2. The reactants are C(C)(C)(C)OC(=O)NC1=C(C(=O)NCC(=O)N[C@H]2CN(CC2)CC2=CC(=C(C=C2)Cl)[N+](=O)[O-])C=C(C=C1)C(F)(F)F ((R)-3-[{N-(2-(tert-butoxycarbonylamino)-5-trifluoromethylbenzoyl)glycyl}amino]-1-(4-chloro-3-nitrobenzyl)pyrrolidine), C(C)(=O)OCC (ethyl acetate). Reagents/catalysts: [Pd] (Pd). Run in CO (methanol). Run at time 15 hour. Yields the product NC=1C=C(CN2C[C@@H](CC2)NC(CNC(C2=C(C=CC(=C2)C(F)(F)F)NC(=O)OC(C)(C)C)=O)=O)C=CC1Cl ((R)-1-(3-amino-4-chlorobenzyl)-3-[{N-(2-(tert-butoxycarbonylamino)-5-trifluoromethylbenzoyl)glycyl}amino]pyrrolidine). Reaction SMILES: [C:1]([O:5][C:6]([NH:8][C:9]1[CH:37]=[CH:36][C:35]([C:38]([F:41])([F:40])[F:39])=[CH:34][C:10]=1[C:11]([NH:13][CH2:14][C:15]([NH:17][C@@H:18]1[CH2:22][CH2:21][N:20]([CH2:23][C:24]2[CH:29]=[CH:28][C:27]([Cl:30])=[C:26]([N+:31]([O-])=O)[CH:25]=2)[CH2:19]1)=[O:16])=[O:12])=[O:7])([CH3:4])([CH3:3])[CH3:2].C(OCC)(=O)C>[Pd].CO>[NH2:31][C:26]1[CH:25]=[C:24]([CH:29]=[CH:28][C:27]=1[Cl:30])[CH2:23][N:20]1[CH2:21][CH2:22][C@@H:18]([NH:17][C:15](=[O:16])[CH2:14][NH:13][C:11](=[O:12])[C:10]2[CH:34]=[C:35]([C:38]([F:40])([F:41])[F:39])[CH:36]=[CH:37][C:9]=2[NH:8][C:6]([O:5][C:1]([CH3:2])([CH3:3])[CH3:4])=[O:7])[CH2:19]1. Procedure: A mixture of (R)-3-[{N-(2-(tert-butoxycarbonylamino)-5-trifluoromethylbenzoyl)glycyl}amino]-1-(4-chloro-3-nitrobenzyl)pyrrolidine prepared above, 10% Pd-activated carbone (22 mg), ethyl acetate (2.7 mL) and methanol (0.3 mL) was stirred under a hydrogen atmosphere at room temperature for 15 h. The Pd catalyst was filtered off, and the filtrate was concentrated to afford (R)-1-(3-amino-4-chlorobenzyl)-3-[{N-(2-(tert-butoxycarbonylamino)-5-trifluoromethylbenzoyl)glycyl}amino]pyrrolidine (89.7 mg, ... RXN SMILES: C[O:2][C:3](=[O:22])[CH:4]([C:14]1[CH:19]=[CH:18][C:17]([Cl:20])=[C:16]([Cl:21])[CH:15]=1)[CH2:5][NH:6][C:7]([O:9][C:10]([CH3:13])([CH3:12])[CH3:11])=[O:8].[OH-].[Li+]>O1CCCC1.O>[C:10]([O:9][C:7]([NH:6][CH2:5][CH:4]([C:14]1[CH:19]=[CH:18][C:17]([Cl:20])=[C:16]([Cl:21])[CH:15]=1)[C:3]([OH:22])=[O:2])=[O:8])([CH3:13])([CH3:11])[CH3:12] |f:1.2,3.4|. The solvent is O1CCCC1.O (tetrahydrofuran water). Yield: 89.0%. Yields the product C(C)(C)(C)OC(=O)NCC(C(=O)O)C1=CC(=C(C=C1)Cl)Cl (3-tert-Butoxycarbonylamino-2-(3,4-dichloro-phenyl)-propionic acid). Reactants: COC(C(CNC(=O)OC(C)(C)C)C1=CC(=C(C=C1)Cl)Cl)=O (3-tert-Butoxycarbonylamino-2-(3,4-dichloro-phenyl)-propionic acid methyl ester), [OH-].[Li+] (lithium hydroxide). Reaction conditions: time 6 hour. Procedure details: To 3-tert-Butoxycarbonylamino-2-(3,4-dichloro-phenyl)-propionic acid methyl ester (17.11 g, 0.049 mol) in tetrahydrofuran-water (200 ml of each) was added lithium hydroxide (1.18 g, 0.049 mol). The reaction mixture was stirred at room temperature for 6 hours. THF was removed in vacuo and the pH was adjusted to pH 4 with 2M hydrochloric acid. The aqueous phase was extracted with EtOAc (3×100 ml). The combined organic phases were dried (MgSO4) and concentrated in vacuo. The title compound was obta... Product: NC(=S)NC=1SC(=CC1C(=O)N)C1=CC=CC=C1 ((Aminothiocarbonyl)amino-5-phenyl-3-thiophenecarboxamide). Procedure: A solution of 2-amino-5-phenyl-3-thiophenecarboxamide (1.09 g, 5 mmol) and trimethylsilyl isothiocyanate (0.85 ml, 6 mmol) in N,N-dimethylacetamide was stirred at 75° C. for 7 days. N,N-Dimethylformamide was added until solution. The solvent was removed and the resulting slurry was chromatographed on silica gel eluting with isohexane followed by methylene chloride and diethyl ether to give the product as a yellow solid (0.49 g, 35%). The yield is 35.3%. The reactants are NC=1SC(=CC1C(=O)N)C1=CC=CC=C1 (2-amino-5-phenyl-3-thiophenecarboxamide), C[Si](C)(C)N=C=S (trimethylsilyl isothiocyanate), CN(C=O)C (N,N-Dimethylformamide). RXN SMILES: [NH2:1][C:2]1[S:3][C:4]([C:10]2[CH:15]=[CH:14][CH:13]=[CH:12][CH:11]=2)=[CH:5][C:6]=1[C:7]([NH2:9])=[O:8].C[Si]([N:20]=[C:21]=[S:22])(C)C.CN(C)C=O>CN(C)C(=O)C>[NH2:20][C:21]([NH:1][C:2]1[S:3][C:4]([C:10]2[CH:11]=[CH:12][CH:13]=[CH:14][CH:15]=2)=[CH:5][C:6]=1[C:7]([NH2:9])=[O:8])=[S:22]. Solvent: CN(C(C)=O)C (N,N-dimethylacetamide). Starting materials: COC1=C(N)C=CC(=C1)OC (2,4-dimethoxyaniline), C(C1=CC=CC=C1)=O (benzaldehyde), [BH4-].[Na+] (sodium boro-hydride). Solvent: C(C)O (ethanol), C(C)O (ethanol), O (water), C(C)(=O)O (acetic acid), O (water). Reaction conditions: temperature 40 celsius, time 1 hour. Yields the product C(C1=CC=CC=C1)NC1=C(C=C(C=C1)OC)OC (N-benzyl-2,4-dimethoxyaniline). Yield: 84.2%. As a reaction SMILES: [CH3:1][O:2][C:3]1[CH:9]=[C:8]([O:10][CH3:11])[CH:7]=[CH:6][C:4]=1[NH2:5].[CH:12](=O)[C:13]1[CH:18]=[CH:17][CH:16]=[CH:15][CH:14]=1.[BH4-].[Na+]>O.C(O)C.C(O)(=O)C>[CH2:12]([NH:5][C:4]1[CH:6]=[CH:7][C:8]([O:10][CH3:11])=[CH:9][C:3]=1[O:2][CH3:1])[C:13]1[CH:18]=[CH:17][CH:16]=[CH:15][CH:14]=1 |f:2.3|. Reported procedure: Into 150 ml of ethanol, 30.6 g of 2,4-dimethoxyaniline and 21.2 g of benzaldehyde were dissolved, and 2 g of acetic acid was added. The mixture was reacted at a temperature of from 50° to 60° C. for 4 hours. The reaction solution was poured into 500 ml of water and extracted with 300 ml of toluene. The toluene solution was separated by liquid separation, then washed with water and concentrated to dryness. The oily product thereby obtained was dissolved into 150 ml of ethanol, and 11.3 g of sodiu... Starting materials: C1COCCO1, CCN(C(C)C)C(C)C, Cc1c(-c2nnc(N)c(Cl)n2)cccc1[N+](=O)[O-], Nc1ccc(C(=O)N2CCOCC2)cc1. Yields the product Cc1c(-c2nnc(N)c(Nc3ccc(C(=O)N4CCOCC4)cc3)n2)cccc1[N+](=O)[O-]. RXN SMILES: [CH2:43]1[O:44][CH2:45][CH2:46][O:47][CH2:48]1.[CH:34]([N:35]([CH2:36][CH3:37])[CH:38]([CH3:39])[CH3:40])([CH3:41])[CH3:42].[Cl:1][c:2]1[n:3][c:4](-[c:9]2[c:10]([CH3:18])[c:11]([N+:15](=[O:16])[O-:17])[cH:12][cH:13][cH:14]2)[n:5][n:6][c:7]1[NH2:8].[NH2:19][c:20]1[cH:21][cH:22][c:23]([C:26](=[O:27])[N:28]2[CH2:29][CH2:30][O:31][CH2:32][CH2:33]2)[cH:24][cH:25]1>>[c:2]1([NH:19][c:20]2[cH:21][cH:22][c:23]([C:26](=[O:27])[N:28]3[CH2:29][CH2:30][O:31][CH2:32][CH2:33]3)[cH:24][cH:25]2)[n:3][c:4](-[c:9]2[c:10]([CH3:18])[c:11]([N+:15](=[O:16])[O-:17])[cH:12][cH:13][cH:14]2)[n:5][n:6][c:7]1[NH2:8].